This data is from the Open Reaction Database (ORD), a public repository of structured organic reaction records. The task is: describe an organic reaction: reactants, conditions, products, and yield Starting materials: O=C(Cl)Cl, C1CCC1, Cn1c(C#N)ccc1-c1ccc(N)cc1. Yields the product Cn1c(C#N)ccc1-c1ccc(NC(=O)C2CCC2)cc1. As a reaction SMILES: [C:16](=[O:17])([Cl:18])[Cl:19].[CH2:20]1[CH2:21][CH2:22][CH2:23]1.[NH2:1][c:2]1[cH:3][cH:4][c:5](-[c:8]2[cH:9][cH:10][c:11]([C:14]#[N:15])[n:12]2[CH3:13])[cH:6][cH:7]1>>[NH:1]([c:2]1[cH:3][cH:4][c:5](-[c:8]2[cH:9][cH:10][c:11]([C:14]#[N:15])[n:12]2[CH3:13])[cH:6][cH:7]1)[C:16](=[O:17])[CH:20]1[CH2:21][CH2:22][CH2:23]1. Starting materials: C(=O)OCCOC1=CC(C(=O)NC2=NN=NN2)=NC2=CC=CC=C12 (4(2-Formyloxyethoxy)-N(1H-tetrazol-5-yl)quinaldamide), Cl (hydrochloric acid). The solvent is O (water), [OH-].[Na+] (sodium hydroxide). Yields the product OCCOC1=CC(C(=O)NC2=NN=NN2)=NC2=CC=CC=C12 (4-(2-Hydroxyethoxy)-N(1H-tetrazol-5 -yl)quinaldamide). As a reaction SMILES: C([O:3][CH2:4][CH2:5][O:6][C:7]1[C:24]2[C:19](=[CH:20][CH:21]=[CH:22][CH:23]=2)[N:18]=[C:9]([C:10]([NH:12][C:13]2[NH:17][N:16]=[N:15][N:14]=2)=[O:11])[CH:8]=1)=O.Cl>O.[OH-].[Na+]>[OH:3][CH2:4][CH2:5][O:6][C:7]1[C:24]2[C:19](=[CH:20][CH:21]=[CH:22][CH:23]=2)[N:18]=[C:9]([C:10]([NH:12][C:13]2[NH:17][N:16]=[N:15][N:14]=2)=[O:11])[CH:8]=1 |f:3.4|. Procedure details: 4(2-Formyloxyethoxy)-N(1H-tetrazol-5-yl)quinaldamide (2 g) in water (100 ml) and 2N sodium hydroxide (14 ml) was warmed on a steam bath for 15 minutes, and cooled. The solution was acidified to pH 2 with dilute hydrochloric acid. The solid was collected, crystallised from aqueous dimethylformamide and dried, m.p. 261.5°-262° (d). The yield is 67.0%. Solvent: N1=CC=CC=C1 (pyridine), N1=CC=CC=C1 (pyridine). As a reaction SMILES: [NH2:1][C:2]1[N:10]=[C:9]2[C:5]([N:6]=[C:7](Cl)[N:8]2[C@@H:11]2[O:23][C@H:22]([CH2:24][O:25][C:26](=[O:28])[CH3:27])[C@@H:17]([O:18][C:19](=[O:21])[CH3:20])[C@H:12]2[O:13][C:14](=[O:16])[CH3:15])=[CH:4][N:3]=1.Cl.[CH3:31][NH:32][CH3:33].C(N(C(C)C)CC)(C)C.O>N1C=CC=CC=1>[NH2:1][C:2]1[N:10]=[C:9]2[C:5]([N:6]=[CH:7][N:8]2[C@@H:11]2[O:23][C@H:22]([CH2:24][O:25][C:26](=[O:28])[CH3:27])[C@@H:17]([O:18][C:19](=[O:21])[CH3:20])[C@H:12]2[O:13][C:14](=[O:16])[CH3:15])=[C:4]([N:32]([CH3:33])[CH3:31])[N:3]=1 |f:1.2|. Yields the product NC1=NC(=C2N=CN(C2=N1)[C@H]1[C@H](OC(C)=O)[C@H](OC(C)=O)[C@H](O1)COC(C)=O)N(C)C (2-amino-6-(N,N-dimethylamino)-9-(2′,3,5′-tri-O-acetyl-β-D-ribofuranosyl]purine). Procedure: 2-amino-chloro-9-(2′,3′,5′-tri-O-acetyl-β-D-ribofuranosyl)purine (1) [M. J. Robins and B. Uznanski, Can. J. Chem., 59, 2601-2607 (1981)1(18.6 mmol, 7.96 g) was dehydrated three times azeotropically with anhydrous pyridine, and dissolved in anhydrous pyridine (180 ml), then dimethylamine hydrochloride (55.8 mmol, 4.55 g) and diisopropylethylamine (74.4 mmol, 12.9 ml) were added thereto with stirring at room temperature. The mixture was stirred at room temperature for 15 hours. After confirming co... The reactants are NC1=NC=C2N=C(N(C2=N1)[C@H]1[C@H](OC(C)=O)[C@H](OC(C)=O)[C@H](O1)COC(C)=O)Cl (2-amino-chloro-9-(2′,3′,5′-tri-O-acetyl-β-D-ribofuranosyl)purine), O (water), 1981)1, Cl.CNC (dimethylamine hydrochloride), C(C)(C)N(CC)C(C)C (diisopropylethylamine). Reactants: FC1=C(C(=CC=C1)F)N1C(C=CC2=C1N=C(N=C2C2=C(C=C(C=C2)F)C)S(=O)(=O)C)=O (8-(2,6-difluoro-phenyl)-4-(4-fluoro-2-methyl-phenyl)-2-methane-sulfonyl-8H-pyrido[2,3-d]pyrimidin-7-one), CNCCO (N-methylethanolamine). Yields the product FC1=C(C(=CC=C1)F)N1C(C=CC2=C1N=C(N=C2C2=C(C=C(C=C2)F)C)N(C)CCO)=O (8-(2,6-Difluoro-phenyl)-4-(4-fluoro-2-methyl-phenyl)-2-[(2-hydroxy-ethyl)-methyl-amino]-8H-pyrido[2,3-d]pyrimidin-7-one). As a reaction SMILES: [F:1][C:2]1[CH:7]=[CH:6][CH:5]=[C:4]([F:8])[C:3]=1[N:9]1[C:14]2[N:15]=[C:16](S(C)(=O)=O)[N:17]=[C:18]([C:19]3[CH:24]=[CH:23][C:22]([F:25])=[CH:21][C:20]=3[CH3:26])[C:13]=2[CH:12]=[CH:11][C:10]1=[O:31].[CH3:32][NH:33][CH2:34][CH2:35][OH:36]>>[F:1][C:2]1[CH:7]=[CH:6][CH:5]=[C:4]([F:8])[C:3]=1[N:9]1[C:14]2[N:15]=[C:16]([N:33]([CH2:34][CH2:35][OH:36])[CH3:32])[N:17]=[C:18]([C:19]3[CH:24]=[CH:23][C:22]([F:25])=[CH:21][C:20]=3[CH3:26])[C:13]=2[CH:12]=[CH:11][C:10]1=[O:31]. Reported procedure: Following the general procedure outlined in Example 126, the product of Example 48 (100 mg, 0.22 mmol), N-methylethanolamine (0.05 mL, 0.66 mmol) were reacted for 2 h to give the crude material, which was purified by preparative hplc to affored the title compound, 26 mg (27%). LC-MS: 441.2 (MH+, m/z), 2.19 (Rt, min). Reactants: ice, C(C)(=O)OC=1C(=CC2=C(CC(O2)(C)CN)C1C(C)(C)C)C(C)(C)C (5-acetoxy-2-aminomethyl-4,6-di-t-butyl-2-methyl-2,3-dihydrobenzofuran), C(=S)=S (carbon disulfide), C1(CCCCC1)N=C=NC1CCCCC1 (dicyclohexylcarbodiimide), C(=S)=S (carbon disulfide). Run in O1CCCC1 (tetrahydrofuran), O1CCCC1 (tetrahydrofuran), O1CCCC1 (tetrahydrofuran). Reaction conditions: temperature 0 celsius, time 2 hour. The product is C(C)(=O)OC=1C(=CC2=C(CC(O2)(C)CN=C=S)C1C(C)(C)C)C(C)(C)C ((5-acetoxy-4,6-di-t-butyl-2-methyl-2,3-dihydrobenzofuran-2-yl)methyl isothiocyanate). The yield is 74.0%. As a reaction SMILES: C1(N=C=NC2CCCCC2)CCCCC1.[C:16](=[S:18])=S.[C:19]([O:22][C:23]1[C:24]([C:39]([CH3:42])([CH3:41])[CH3:40])=[CH:25][C:26]2[O:30][C:29]([CH2:32][NH2:33])([CH3:31])[CH2:28][C:27]=2[C:34]=1[C:35]([CH3:38])([CH3:37])[CH3:36])(=[O:21])[CH3:20]>O1CCCC1>[C:19]([O:22][C:23]1[C:24]([C:39]([CH3:42])([CH3:41])[CH3:40])=[CH:25][C:26]2[O:30][C:29]([CH2:32][N:33]=[C:16]=[S:18])([CH3:31])[CH2:28][C:27]=2[C:34]=1[C:35]([CH3:38])([CH3:37])[CH3:36])(=[O:21])[CH3:20]. Reported procedure: To an ice-cooled suspension of 4.56 g of dicyclohexylcarbodiimide and 8 ml of carbon disulfide in 20 ml of tetrahydrofuran was added dropwise a solution of 6.18 g of 5-acetoxy-2-aminomethyl-4,6-di-t-butyl-2-methyl-2,3-dihydrobenzofuran synthesized in Example 70-5) in 20 ml of tetrahydrofuran. The mixture was stirred at 0° C. for 2 hours and then stirred at room temperature for 24 hours. After reaction, carbon disulfide and tetrahydrofuran were removed using an evaporator and the precipitated dic...